Task: describe an organic reaction: reactants, conditions, products, and yield. Dataset: the Open Reaction Database (ORD), a public repository of structured organic reaction records The reactants are C(C)N1C=NC(=C1)C1=CC2=NC=CC(=C2S1)OC1=C(C=C(C=C1)N)F (4-[2-(1-Ethyl-1H-imidazol-4-yl)-thieno[3,2-b]pyridin-7-yloxy]-3-fluoro-phenylamine), C(C)N1C=NC(=C1)C1=CC2=NC=CC(=C2S1)OC1=C(C=C(C=C1)NC(=S)NC(CC1=C(C=CC=C1)F)=O)F (1-{4-[2-(1-Ethyl-1H-imidazol-4-yl)-thieno[3,2-b]pyridin-7-yloxy]-3-fluoro-phenyl}-3-[2-(2-fluoro-phenyl)-acetyl]-thiourea), COC1=C(C=CC=C1)CC(=O)N=C=S ((2-methoxy-phenyl)-acetyl isothiocyanate). Yields the product C(C)N1C=NC(=C1)C1=CC2=NC=CC(=C2S1)OC1=C(C=C(C=C1)NC(=S)NC(CC1=C(C=CC=C1)OC)=O)F (1-{4-[2-(1-Ethyl-1H-imidazol-4-yl)-thieno[3,2-b]pyridin-7-yloxy]-3-fluoro-phenyl}-3-[2-(2-methoxy-phenyl)acetyl]-thiourea). The yield is 82.0%. RXN SMILES: [CH2:1]([N:3]1[CH:7]=[C:6]([C:8]2[S:16][C:15]3[C:10](=[N:11][CH:12]=[CH:13][C:14]=3[O:17][C:18]3[CH:23]=[CH:22][C:21]([NH2:24])=[CH:20][C:19]=3[F:25])[CH:9]=2)[N:5]=[CH:4]1)[CH3:2].C(N1C=C(C2SC3C(=NC=CC=3OC3C=CC(NC(NC(=O)CC4C=CC=CC=4F)=S)=CC=3F)C=2)N=C1)C.[CH3:64][O:65][C:66]1[CH:71]=[CH:70][CH:69]=[CH:68][C:67]=1[CH2:72][C:73]([N:75]=[C:76]=[S:77])=[O:74]>>[CH2:1]([N:3]1[CH:7]=[C:6]([C:8]2[S:16][C:15]3[C:10](=[N:11][CH:12]=[CH:13][C:14]=3[O:17][C:18]3[CH:23]=[CH:22][C:21]([NH:24][C:76]([NH:75][C:73](=[O:74])[CH2:72][C:67]4[CH:68]=[CH:69][CH:70]=[CH:71][C:66]=4[O:65][CH3:64])=[S:77])=[CH:20][C:19]=3[F:25])[CH:9]=2)[N:5]=[CH:4]1)[CH3:2]. Procedure: Starting from the compound 308, following the procedure described above for the synthesis of 310a but replacing 2-(2-fluorophenyl)acetyl isothiocyanate with (2-methoxy-phenyl)-acetyl isothiocyanate, title compound 310b was obtained in 82% yield. 1H NMR (DMSO-d6) δ (ppm): 12,57 (s, 1H), 11.76 (s, 1H), 8.45 (d, J=5.5 Hz, 1H), 8.07 (m, 1H), 7.96 (d, J=1 Hz, 1H), 7.79 (d, J=1 Hz, 1H), 7.69 (s, 1H), 7.6 (m, 2H), 7.26 (m, 2H), 7.0 (d, J=7.4 Hz, 1H), 6.92 (m, 1H), 6.59 (d, J=5.5 Hz, 1H), 4.06 (q, J=7.5... Reactants: C(C)C1=NN=C(N1C1=CC=CC=C1)C1=CC=C(C=C1)OC (3-ethyl-5-(4-methoxyphenyl)-4-phenyl-4H-1,2,4-triazole). Run in Br (hydrobromic acid). Conditions: time 1 hour. The product is C(C)C1=NN=C(N1C1=CC=CC=C1)C1=CC=C(C=C1)O (4-(3-ethyl-4-phenyl-4H-1,2,4-triazol-5-yl)-phenol). Yield: 88.5%. RXN SMILES: [CH2:1]([C:3]1[N:7]([C:8]2[CH:13]=[CH:12][CH:11]=[CH:10][CH:9]=2)[C:6]([C:14]2[CH:19]=[CH:18][C:17]([O:20]C)=[CH:16][CH:15]=2)=[N:5][N:4]=1)[CH3:2]>Br>[CH2:1]([C:3]1[N:7]([C:8]2[CH:9]=[CH:10][CH:11]=[CH:12][CH:13]=2)[C:6]([C:14]2[CH:15]=[CH:16][C:17]([OH:20])=[CH:18][CH:19]=2)=[N:5][N:4]=1)[CH3:2]. Reported procedure: A solution of 3.86 g of 3-ethyl-5-(4-methoxyphenyl)-4-phenyl-4H-1,2,4-triazole and 20 ml of a hydrobromic acid solution at 48% was refluxed with stirring for one hour and the mixture was evaporated to dryness under reduced pressure. The residue was dissolved in 20 ml of hot water and ammonium hydroxide was added until the pH was alkaline. The mixture was stood overnight with stirring and was vacuum. The product was washed with water and dried at 90° C. under reduced pressure. The 3.65 g of produ... Reactants: O.Cl.N[C@@H](CCSC)C(=O)N[C@@H](CC(O)=O)C(=O)CC(C(=O)NCCC)(C)N (L-methionyl-L-aspartyl-N1 -propyl-2-amino-2-methylpropionamide hydrochloride hydrate), C(C)(C)(C)OC(=O)N[C@@H](CC1=CNC2=CC=CC=C12)C(=O)N[C@@H](CCSC)C(=O)N[C@@H](CC(O)=O)C(=O)N[C@H](C)C(=O)N (N-t-butoxycarbonyl-L-tryptophanyl-L-methionyl-L-aspartyl-D-alanine amide). The product is C(C)(C)(C)OC(=O)N[C@@H](CC1=CNC2=CC=CC=C12)C(=O)N[C@@H](CCSC)C(=O)N[C@@H](CC(O)=O)C(=O)CC(C(=O)NCCC)(C)N (N-t-butoxycarbonyl-L-tryptophanyl-L-methionyl-L-aspartyl-N1 -propyl-2-amino-2-methylpropionamide). RXN SMILES: O.Cl.[NH2:3][C@H:4]([C:9]([NH:11][C@H:12]([C:17]([CH2:19][C:20]([NH2:28])([CH3:27])[C:21]([NH:23][CH2:24][CH2:25][CH3:26])=[O:22])=[O:18])[CH2:13][C:14](=[O:16])[OH:15])=[O:10])[CH2:5][CH2:6][S:7][CH3:8].[C:29]([O:33][C:34]([NH:36][C@H:37]([C:48](N[C@H](C(N[C@H](C(N[C@@H](C(N)=O)C)=O)CC(=O)O)=O)CCSC)=[O:49])[CH2:38][C:39]1[C:47]2[C:42](=[CH:43][CH:44]=[CH:45][CH:46]=2)[NH:41][CH:40]=1)=[O:35])([CH3:32])([CH3:31])[CH3:30]>>[C:29]([O:33][C:34]([NH:36][C@H:37]([C:48]([NH:3][C@H:4]([C:9]([NH:11][C@H:12]([C:17]([CH2:19][C:20]([NH2:28])([CH3:27])[C:21]([NH:23][CH2:24][CH2:25][CH3:26])=[O:22])=[O:18])[CH2:13][C:14](=[O:15])[OH:16])=[O:10])[CH2:5][CH2:6][S:7][CH3:8])=[O:49])[CH2:38][C:39]1[C:47]2[C:42](=[CH:43][CH:44]=[CH:45][CH:46]=2)[NH:41][CH:40]=1)=[O:35])([CH3:31])([CH3:32])[CH3:30] |f:0.1.2|. Procedure details: When an equivalent quantity of L-methionyl-L-aspartyl-N1 -propyl-2-amino-2-methylpropionamide hydrochloride hydrate is substituted for the L-methionyl-L-aspartyl-D-alanine amide hydrochloride of Example 6, and the procedure detailed therein substantially repeated, there is obtained N-t-butoxycarbonyl-L-tryptophanyl-L-methionyl-L-aspartyl-N1 -propyl-2-amino-2-methylpropionamide hydrated with 2/3 mole of water per mole. Actual elemental analysis shows C: 55.82%; H: 7.21%; N: 12.37% and S: 4.72%. T... Starting materials: O=C(Cl)c1ccncc1, CN(C)C=O, Cl, Cl, CC1NCC(CO)CC1O, c1ccncc1. Yields the product CC1NCC(CO)CC1OC(=O)c1ccncc1. Reaction SMILES: [C:19]([c:20]1[cH:21][cH:22][n:23][cH:24][cH:25]1)(=[O:26])[Cl:27].[CH3:28][N:29]([CH3:30])[CH:31]=[O:32].[ClH:18].[ClH:1].[OH:2][CH:3]1[CH:4]([CH3:11])[NH:5][CH2:6][CH:7]([CH2:9][OH:10])[CH2:8]1.[cH:12]1[cH:13][cH:14][n:15][cH:16][cH:17]1>>[O:2]([CH:3]1[CH:4]([CH3:11])[NH:5][CH2:6][CH:7]([CH2:9][OH:10])[CH2:8]1)[C:19]([c:20]1[cH:21][cH:22][n:23][cH:24][cH:25]1)=[O:26]. Starting materials: CC(COC(C)(C(N)=O)C(F)(F)F)(NS(=O)(=O)c1ccccc1[N+](=O)[O-])c1cc(Br)ccc1F, ClCCl, O=C(OC(=O)C(F)(F)F)C(F)(F)F, [Na+], O=C([O-])O. The product is CC(COC(C)(C#N)C(F)(F)F)(NS(=O)(=O)c1ccccc1[N+](=O)[O-])c1cc(Br)ccc1F. As a reaction SMILES: [Br:1][c:2]1[cH:3][cH:4][c:5]([F:34])[c:6]([C:8]([CH2:9][O:10][C:11]([C:12](=[O:13])[NH2:14])([C:15]([F:16])([F:17])[F:18])[CH3:19])([CH3:20])[NH:21][S:22](=[O:23])(=[O:24])[c:25]2[c:26]([N+:31](=[O:32])[O-:33])[cH:27][cH:28][cH:29][cH:30]2)[cH:7]1.[Cl:53][CH2:54][Cl:55].[F:35][C:36]([F:37])([F:38])[C:39]([O:40][C:41](=[O:42])[C:43]([F:44])([F:45])[F:46])=[O:47].[Na+:52].[O-:48][C:49]([OH:50])=[O:51]>>[Br:1][c:2]1[cH:3][cH:4][c:5]([F:34])[c:6]([C:8]([CH2:9][O:10][C:11]([C:12]#[N:14])([C:15]([F:16])([F:17])[F:18])[CH3:19])([CH3:20])[NH:21][S:22](=[O:23])(=[O:24])[c:25]2[c:26]([N+:31](=[O:32])[O-:33])[cH:27][cH:28][cH:29][cH:30]2)[cH:7]1. Starting materials: ice water, N=C1SC(=CN1C1=CC(=CC=C1)C(F)(F)F)C (2-imino-3-(3-trifluoromethylphenyl)-5-methylthiazoline), N1CCNCC1 (piperazine), CN(C=O)C (N,N-dimethylformamide), FC(=C(F)F)F (tetrafluoroethylene). Run at temperature 50 celsius, time 9 hour. Product: FC(C(=O)N=C1SC(=CN1C1=CC(=CC=C1)C(F)(F)F)C)F (2-difluoroacetylimino-3-(3-trifluoromethylphenyl)-5-methylthiazoline). Yield: 74.0%. RXN SMILES: [NH:1]=[C:2]1[N:6]([C:7]2[CH:12]=[CH:11][CH:10]=[C:9]([C:13]([F:16])([F:15])[F:14])[CH:8]=2)[CH:5]=[C:4]([CH3:17])[S:3]1.N1CCNCC1.[F:24][C:25]([F:29])=[C:26](F)F.CN(C)C=[O:33]>>[F:24][CH:25]([F:29])[C:26]([N:1]=[C:2]1[N:6]([C:7]2[CH:12]=[CH:11][CH:10]=[C:9]([C:13]([F:16])([F:14])[F:15])[CH:8]=2)[CH:5]=[C:4]([CH3:17])[S:3]1)=[O:33]. Procedure: A solution of 2-imino-3-(3-trifluoromethylphenyl)-5-methylthiazoline (1.29 g, 5.0 mmol) and piperazine (0.65 g, 7.5 mmol) in N,N-dimethylformamide (10 ml) charged in a reaction flask was reacted with tetrafluoroethylene, which was made to flow into the flask (ca. 0.7 liter/hr), with vigorous stirring at 50° C. for 9 hours. After cooling to an ambient temperature, the reaction mixture was poured into ice-water, and extracted with diethyl ether. The ether layer was washed with water and then brine... Reactants: O=C(O)c1ccc(N2CC(F)(F)C2)c(OCC2CC2)n1, Cl, CCOC(=O)C(N)CC(C)C. Yields the product CCOC(=O)C(CC(C)C)NC(=O)c1ccc(N2CC(F)(F)C2)c(OCC2CC2)n1. RXN SMILES: [CH:1]1([CH2:4][O:5][c:6]2[c:7]([N:15]3[CH2:16][C:17]([F:19])([F:20])[CH2:18]3)[cH:8][cH:9][c:10]([C:12](=[O:13])[OH:14])[n:11]2)[CH2:2][CH2:3]1.[ClH:21].[NH2:22][CH:23]([C:24](=[O:25])[O:26][CH2:27][CH3:28])[CH2:29][CH:30]([CH3:31])[CH3:32]>>[CH:1]1([CH2:4][O:5][c:6]2[c:7]([N:15]3[CH2:16][C:17]([F:19])([F:20])[CH2:18]3)[cH:8][cH:9][c:10]([C:12](=[O:14])[NH:22][CH:23]([C:24](=[O:25])[O:26][CH2:27][CH3:28])[CH2:29][CH:30]([CH3:31])[CH3:32])[n:11]2)[CH2:2][CH2:3]1. Starting materials: FC1=CC=C(C=C1)N1C=C(C(C2=CC(=C(C(=C12)F)F)F)=O)C(=O)O (1-(4-fluorophenyl)-6,7,8-trifluoro-1,4- dihydro-4-oxoquinoline-3-carboxylic acid), BrC1=C2CNCC2=CC=C1 (4-bromoisoindoline). Run in CN(C)C=O (DMF). Product: BrC1=C2CN(CC2=CC=C1)C1=C(C=C2C(C(=CN(C2=C1F)C1=CC=C(C=C1)F)C(=O)O)=O)F (7-(4-bromo-2-isoindolinyl)-1-(4-fluorophenyl)-6,8-difluoro-1,4-dihydro-4-oxoquinoline-3-carboxylic acid). Yield: 62.4%. As a reaction SMILES: [F:1][C:2]1[CH:7]=[CH:6][C:5]([N:8]2[C:17]3[C:12](=[CH:13][C:14]([F:20])=[C:15](F)[C:16]=3[F:18])[C:11](=[O:21])[C:10]([C:22]([OH:24])=[O:23])=[CH:9]2)=[CH:4][CH:3]=1.[Br:25][C:26]1[CH:34]=[CH:33][CH:32]=[C:31]2[C:27]=1[CH2:28][NH:29][CH2:30]2>CN(C=O)C>[Br:25][C:26]1[CH:34]=[CH:33][CH:32]=[C:31]2[C:27]=1[CH2:28][N:29]([C:15]1[C:16]([F:18])=[C:17]3[C:12]([C:11](=[O:21])[C:10]([C:22]([OH:24])=[O:23])=[CH:9][N:8]3[C:5]3[CH:6]=[CH:7][C:2]([F:1])=[CH:3][CH:4]=3)=[CH:13][C:14]=1[F:20])[CH2:30]2. Reported procedure: 170 mg of 1-(4-fluorophenyl)-6,7,8-trifluoro-1,4- dihydro-4-oxoquinoline-3-carboxylic acid, 300 mg of 4-bromoisoindoline, and 1.5 ml of anhydrous DMF were processed in the same manner as in Example 20 to produce 162 mg of the target compound. The product is CC(C)(C)OC(=O)NC(CO)COCc1ccccc1. RXN SMILES: [BH4-:29].[CH2:1]([c:2]1[cH:3][cH:4][cH:5][cH:6][cH:7]1)[O:8][CH2:9][CH:10]([NH:11][C:12](=[O:13])[O:14][C:15]([CH3:16])([CH3:17])[CH3:18])[C:19](=[O:20])[O:21][N:22]1[C:23](=[O:24])[CH2:25][CH2:26][C:27]1=[O:28].[Na+:30].[OH2:31]>>[CH2:1]([c:2]1[cH:3][cH:4][cH:5][cH:6][cH:7]1)[O:8][CH2:9][CH:10]([NH:11][C:12](=[O:13])[O:14][C:15]([CH3:16])([CH3:17])[CH3:18])[CH2:19][OH:20]. The reactants are [BH4-], CC(C)(C)OC(=O)NC(COCc1ccccc1)C(=O)ON1C(=O)CCC1=O, [Na+], O.